Dataset: the Open Reaction Database (ORD), a public repository of structured organic reaction records. Task: describe an organic reaction: reactants, conditions, products, and yield Starting materials: O (water), [H-].[Na+] (NaH), O1CCCC1 (tetrahydrofuran), C1(=CC=C(C=C1)S(=O)(=O)N1CCCC(C2=C1C=CC=C2)=O)C (1-(p-toluenesulfonyl)-5-oxo-2,3,4,5-tetrahydro-1H-benzazepine), triethylphosphonoacetate. Run at time 1.5 hour. The product is C1(=CC=C(C=C1)S(=O)(=O)N1CCCC(C2=C1C=CC=C2)=CC(=O)OCC)C (1-(p-toluenesulfonyl)-5-ethoxycarbonylmethylidene-2,3,4,5-tetrahydro-1H-benzazepine). Reaction SMILES: [H-].[Na+].[C:3]1([CH3:24])[CH:8]=[CH:7][C:6]([S:9]([N:12]2[C:18]3[CH:19]=[CH:20][CH:21]=[CH:22][C:17]=3[C:16](=O)[CH2:15][CH2:14][CH2:13]2)(=[O:11])=[O:10])=[CH:5][CH:4]=1.[OH2:25].[O:26]1[CH2:30][CH2:29][CH2:28][CH2:27]1>>[C:3]1([CH3:24])[CH:8]=[CH:7][C:6]([S:9]([N:12]2[C:18]3[CH:19]=[CH:20][CH:21]=[CH:22][C:17]=3[C:16](=[CH:28][C:27]([O:26][CH2:30][CH3:29])=[O:25])[CH2:15][CH2:14][CH2:13]2)(=[O:10])=[O:11])=[CH:5][CH:4]=1 |f:0.1|. Procedure details: To a suspension of 60% NaH (33.8 g) in tetrahydrofuran (2 liters) is added dropwise triethylphosphonoacetate (189 ml) under ice-cooling, and the mixture is stirred at room temperature for 1.5 hour. To the mixture is added 1-(p-toluenesulfonyl)-5-oxo-2,3,4,5-tetrahydro-1H-benzazepine (150 g) in portions at room temperature, and the mixture is stirred at 50° C. for 8 hours. To the reaction solution is added water, and the mixture is extracted three time with ethyl acetate. The organic layer is was... Starting materials: C(C)(=O)OC(C)=O (acetic anhydride), OC(CC#CC1=C(C=CC=C1)S(=O)(=O)N)C (2-(4-hydroxy-pent-1-yn-1-yl)-benzenesulfonamide), ice. The solvent is N1=CC=CC=C1 (pyridine). Reaction conditions: time 14 hour. Product: C(C)(=O)OC(CC#CC1=C(C=CC=C1)S(=O)(=O)N)C (2-(4-Acetoxy-pent- 1-yn-1-yl)-benzenesulfonamide). Reaction SMILES: [OH:1][CH:2]([CH3:16])[CH2:3][C:4]#[C:5][C:6]1[CH:11]=[CH:10][CH:9]=[CH:8][C:7]=1[S:12]([NH2:15])(=[O:14])=[O:13].[C:17](OC(=O)C)(=[O:19])[CH3:18]>N1C=CC=CC=1>[C:17]([O:1][CH:2]([CH3:16])[CH2:3][C:4]#[C:5][C:6]1[CH:11]=[CH:10][CH:9]=[CH:8][C:7]=1[S:12]([NH2:15])(=[O:13])=[O:14])(=[O:19])[CH3:18]. Reported procedure: 1 g of 2-(4-hydroxy-pent-1-yn-1-yl)-benzenesulfonamide is dissolved in 9 ml of pyridine and cooled to 5°, and 0.44 ml of acetic anhydride is added. The reaction mixture is stirred under argon at 5° for 14 hours and then at room temperature for a further 24 hours. The reaction mixture is then poured onto 100 ml of ice-cold 1N hydrochloric acid and extracted twice with 50 ml of ethyl acetate each time. The combined organic phases are washed twice with 20 ml of 1N hydrochloric acid each time, with ... Starting materials: C(C1=CC=CC=C1)OC(C(CC1=CC=C(C=C1)C(=O)OC(C)(C)C)N=C(C1=CC=CC=C1)C1=CC=CC=C1)=O (rac.-2-[(diphenylmethylene)amino]-3-[4-[(1,1-dimethylethoxy)carbonyl]phenyl]propanoic acid benzyl ester), O.C1(=CC=C(C=C1)S(=O)(=O)O)C (p-toluenesulfonic acid monohydrate), C(C)#N (acetonitrile). Solvent: O (water). Reaction conditions: time 2 hour. Product: C1(=CC=C(C=C1)S(=O)(=O)O)C.C(C1=CC=CC=C1)OC(C(CC1=CC=C(C=C1)C(=O)OC(C)(C)C)N)=O (rac.-2-amino-3-[4-[(1,1-dimethylethoxy)carbonyl]phenyl]propanoic acid benzyl ester p-toluenesulfonic acid salt). The yield is 68.2%. RXN SMILES: [CH2:1]([O:8][C:9](=[O:39])[CH:10]([N:25]=C(C1C=CC=CC=1)C1C=CC=CC=1)[CH2:11][C:12]1[CH:17]=[CH:16][C:15]([C:18]([O:20][C:21]([CH3:24])([CH3:23])[CH3:22])=[O:19])=[CH:14][CH:13]=1)[C:2]1[CH:7]=[CH:6][CH:5]=[CH:4][CH:3]=1.O.[C:41]1([CH3:51])[CH:46]=[CH:45][C:44]([S:47]([OH:50])(=[O:49])=[O:48])=[CH:43][CH:42]=1.C(#N)C>O>[C:41]1([CH3:51])[CH:42]=[CH:43][C:44]([S:47]([OH:50])(=[O:48])=[O:49])=[CH:45][CH:46]=1.[CH2:1]([O:8][C:9](=[O:39])[CH:10]([NH2:25])[CH2:11][C:12]1[CH:13]=[CH:14][C:15]([C:18]([O:20][C:21]([CH3:22])([CH3:24])[CH3:23])=[O:19])=[CH:16][CH:17]=1)[C:2]1[CH:7]=[CH:6][CH:5]=[CH:4][CH:3]=1 |f:1.2,5.6|. Procedure details: A solution of rac.-2-[(diphenylmethylene)amino]-3-[4-[(1,1-dimethylethoxy)carbonyl]phenyl]propanoic acid benzyl ester (11.5 g. 22 mmol) and p-toluenesulfonic acid monohydrate (4.18 g. 22 mmol) in a 10/1 mixture of acetonitrile and water (640 ml) was stirred for 2 h at room temperature. Concentration provided a crude solid product which was recrystallized from ethanol-ether to give rac.-2-amino-3-[4-[(1,1-dimethylethoxy)carbonyl]phenyl]propanoic acid benzyl ester p-toluenesulfonic acid salt, (8.1... The reactants are P(=O)(Br)(Br)Br (POBr3), OC1=CC(NC=2C(CN(CCC21)C(C(F)(F)F)=O)C)=O (4-hydroxy-9-methyl-7-(trifluoroacetyl)-1,5,6,7,8,9-hexahydro-2H-pyrido[2,3-d]azepin-2-one). The solvent is CN(C)C=O (DMF). Reaction conditions: temperature 90 celsius. The product is BrC1=CC(NC=2C(CN(CCC21)C(C(F)(F)F)=O)C)=O (4-bromo-9-methyl-7-(trifluoroacetyl)-1,5,6,7,8,9-hexahydro-2H-pyrido[2,3-d]azepin-2-one). The yield is 50.0%. Reaction SMILES: P(Br)(Br)([Br:3])=O.O[C:7]1[C:17]2[CH2:16][CH2:15][N:14]([C:18](=[O:23])[C:19]([F:22])([F:21])[F:20])[CH2:13][CH:12]([CH3:24])[C:11]=2[NH:10][C:9](=[O:25])[CH:8]=1>CN(C=O)C>[Br:3][C:7]1[C:17]2[CH2:16][CH2:15][N:14]([C:18](=[O:23])[C:19]([F:22])([F:21])[F:20])[CH2:13][CH:12]([CH3:24])[C:11]=2[NH:10][C:9](=[O:25])[CH:8]=1. Reported procedure: TFA (9.20 mmol, 0.709 ml) was slowly added to a stirred solution of tert-butyl 4-hydroxy-9-methyl-2-oxo-1,2,5,6,8,9-hexahydro-7H-pyrido[2,3-d]azepine-7-carboxylate (0.541 g, 1.84 mmol) in DCM (20 ml) at room temperature. The reaction solution was stirred until all starting materials are consumed. The solvent was removed under reduced pressure and the resulting residue was dissolved in DCM (20 ml). Addition of Et3N (18.4 mmol, 2.56 ml) and TFAA (3.86 mmol, 0.511 ml) was followed by stirring for 8... The reactants are O.NN (hydrazine hydrate), CC(C(=O)NC1=CC=C2CC(COC2=C1C(=O)OC)=O)(C)C (methyl 7-(2,2-dimethylpropionylamino)-3-oxochroman-8-carboxylate), CC(C(=O)NC1=CC=C2CC(COC2=C1C(=O)OC)=O)(C)C (methyl 7-(2,2-dimethylpropionylamino)-3-oxochroman-8-carboxylate), O.C(C=O)(=O)O (glyoxylic acid monohydrate). The solvent is C1CCOC1 (THF), C(C)O (ethanol). The product is CC(C(=O)NC1=CC=C2C=3C=C(N=NC3COC2=C1C(=O)OC)O)(C)C (methyl 7-(2,2-dimethylpropionylamino)-3-hydroxy-10H-9-oxa-1,2-diazaphenanthrene-8-carboxylate). The yield is 36.3%. Reaction SMILES: [CH3:1][C:2]([CH3:22])([CH3:21])[C:3]([NH:5][C:6]1[C:15]([C:16]([O:18][CH3:19])=[O:17])=[C:14]2[C:9]([CH2:10][C:11](=O)[CH2:12][O:13]2)=[CH:8][CH:7]=1)=[O:4].O.[C:24]([OH:28])(=O)[CH:25]=O.O.[NH2:30][NH2:31]>C1COCC1.C(O)C>[CH3:22][C:2]([CH3:21])([CH3:1])[C:3]([NH:5][C:6]1[C:15]([C:16]([O:18][CH3:19])=[O:17])=[C:14]2[C:9]([C:10]3[CH:25]=[C:24]([OH:28])[N:30]=[N:31][C:11]=3[CH2:12][O:13]2)=[CH:8][CH:7]=1)=[O:4] |f:1.2,3.4|. Procedure details: A solution of methyl 7-(2,2-dimethylpropionylamino)-3-oxochroman-8-carboxylate (Intermediate 10, 2.66 g) and glyoxylic acid monohydrate (0.802 g) in THF (6 mL) was heated in an open flask for 17 hours to give a viscous syrup which was diluted with ethanol (25 ml) and treated with hydrazine hydrate (0.471 g). The solution was stirred and heated at reflux for 45 minutes then cooled. The solid was collected by filtration to give methyl 7-(2,2-dimethylpropionylamino)-3-hydroxy-10H-9-oxa-1,2-diazaphe... Starting materials: CCN=C=NCCCN(C)C, CCOC(C)=O, O=Cc1cccc(C(=O)O)c1, ClCCl, Cl, CNCCCN(C)C(=O)COC1Cc2ccccc2C12CCN(CCC1(c3ccc(F)cc3)CN(C(=O)c3cc(C(F)(F)F)cc(C(F)(F)F)c3)CO1)CC2, [Na+], O=C([O-])O. Yields the product CN(CCCN(C)C(=O)c1cccc(C=O)c1)C(=O)COC1Cc2ccccc2C12CCN(CCC1(c3ccc(F)cc3)CN(C(=O)c3cc(C(F)(F)F)cc(C(F)(F)F)c3)CO1)CC2. As a reaction SMILES: [CH2:68]([N:69]=[C:70]=[N:71][CH2:72][CH2:73][CH2:74][N:75]([CH3:76])[CH3:77])[CH3:78].[CH3:87][CH2:88][O:89][C:90](=[O:91])[CH3:92].[CH:56](=[O:57])[c:58]1[cH:59][c:60]([C:61](=[O:62])[OH:63])[cH:64][cH:65][cH:66]1.[Cl:84][CH2:85][Cl:86].[ClH:67].[F:1][C:2]([c:3]1[cH:4][c:5]([C:6](=[O:7])[N:8]2[CH2:9][O:10][C:11]([c:13]3[cH:14][cH:15][c:16]([F:19])[cH:17][cH:18]3)([CH2:20][CH2:21][N:22]3[CH2:23][CH2:24][C:25]4([CH:26]([O:34][CH2:35][C:36](=[O:37])[N:38]([CH2:39][CH2:40][CH2:41][NH:42][CH3:43])[CH3:44])[CH2:27][c:28]5[cH:29][cH:30][cH:31][cH:32][c:33]54)[CH2:45][CH2:46]3)[CH2:12]2)[cH:47][c:48]([C:50]([F:51])([F:52])[F:53])[cH:49]1)([F:54])[F:55].[Na+:79].[OH:80][C:81](=[O:82])[O-:83]>>[F:1][C:2]([c:3]1[cH:4][c:5]([C:6](=[O:7])[N:8]2[CH2:9][O:10][C:11]([c:13]3[cH:14][cH:15][c:16]([F:19])[cH:17][cH:18]3)([CH2:20][CH2:21][N:22]3[CH2:23][CH2:24][C:25]4([CH:26]([O:34][CH2:35][C:36](=[O:37])[N:38]([CH2:39][CH2:40][CH2:41][N:42]([CH3:43])[C:61]([c:60]5[cH:59][c:58]([CH:56]=[O:57])[cH:66][cH:65][cH:64]5)=[O:63])[CH3:44])[CH2:27][c:28]5[cH:29][cH:30][cH:31][cH:32][c:33]54)[CH2:45][CH2:46]3)[CH2:12]2)[cH:47][c:48]([C:50]([F:51])([F:52])[F:53])[cH:49]1)([F:54])[F:55]. The reactants are B, CSC, Cc1ccccc1, C1CCOC1, Cc1nccn1NC(=O)c1cc(C(C)(C)C)c(O)c(C(C)(C)C)c1. Product: Cc1nccn1NCc1cc(C(C)(C)C)c(O)c(C(C)(C)C)c1. Reaction SMILES: [BH3:28].[CH3:25][S:26][CH3:27].[CH3:34][c:35]1[cH:36][cH:37][cH:38][cH:39][cH:40]1.[O:29]1[CH2:30][CH2:31][CH2:32][CH2:33]1.[OH:1][c:2]1[c:3]([C:21]([CH3:22])([CH3:23])[CH3:24])[cH:4][c:5]([C:6](=[O:7])[NH:8][n:9]2[c:10]([CH3:14])[n:11][cH:12][cH:13]2)[cH:15][c:16]1[C:17]([CH3:18])([CH3:19])[CH3:20]>>[OH:1][c:2]1[c:3]([C:21]([CH3:22])([CH3:23])[CH3:24])[cH:4][c:5]([CH2:6][NH:8][n:9]2[c:10]([CH3:14])[n:11][cH:12][cH:13]2)[cH:15][c:16]1[C:17]([CH3:18])([CH3:19])[CH3:20].